From a dataset of the Open Reaction Database (ORD), a public repository of structured organic reaction records. describe an organic reaction: reactants, conditions, products, and yield Starting materials: C([O-])([O-])=O.[K+].[K+] (potassium carbonate), C(C=C)(=O)OC (methyl acrylate), O (Water), COC1=NC=C(C=N1)I (2-Methoxy-5-iodopyrimidine). The reagents and catalysts are [Cl-].C(CCC)[N+](CCCC)(CCCC)CCCC (tetrabutylammonium chloride), C(C)(=O)[O-].[Pd+2].C(C)(=O)[O-] (palladium acetate). Run in CN(C=O)C (N,N-dimethylformamide). Run at temperature 80 celsius, time 1 hour. Product: COC1=NC=C(C=N1)/C=C/C(=O)OC (methyl (E)-3-(2-methoxy-5-pyrimidinyl)acrylate). Isolated yield 88.2%. As a reaction SMILES: [CH3:1][O:2][C:3]1[N:8]=[CH:7][C:6](I)=[CH:5][N:4]=1.C(=O)([O-])[O-].[K+].[K+].[C:16]([O:20][CH3:21])(=[O:19])[CH:17]=[CH2:18].O>CN(C)C=O.[Cl-].C([N+](CCCC)(CCCC)CCCC)CCC.C([O-])(=O)C.[Pd+2].C([O-])(=O)C>[CH3:1][O:2][C:3]1[N:8]=[CH:7][C:6](/[CH:18]=[CH:17]/[C:16]([O:20][CH3:21])=[O:19])=[CH:5][N:4]=1 |f:1.2.3,7.8,9.10.11|. Procedure details: 2-Methoxy-5-iodopyrimidine (1.736 g, 7.36 mmol) was dissolved in 36 ml of N,N-dimethylformamide, and 99 mg of palladium acetate, 2.54 g (18.4 mmol) of potassium carbonate, 2.05 g (7.36 mmol) of tetrabutylammonium chloride and 3.168 g (36.8 mmol) of methyl acrylate were added thereto. The mixture was stirred in an argon atmosphere at 80° C. for 1 hour. Water was added to the reaction mixture, and the solution was extracted with ethyl acetate. The ethyl acetate layer was washed with a saturated aq... Starting materials: C1(CCCCC1)N1C(C(NC2=CC(=C(C=C12)[N+](=O)[O-])C(F)(F)F)=O)=O (1-cyclohexyl-6-trifluoromethyl-7-nitro-2,3(1H,4H)-quinoxalinedione), [H][H] (hydrogen). The reagents and catalysts are [Pd] (palladium). Run in O1CCCC1 (tetrahydrofuran). Product: C1(CCCCC1)N1C(C(NC2=CC(=C(C=C12)N)C(F)(F)F)=O)=O (1-cyclohexyl-6-trifluoromethyl-7-amino-2,3(1H,4H)-quinoxalinedione). Isolated yield 100.0%. RXN SMILES: [CH:1]1([N:7]2[C:16]3[C:11](=[CH:12][C:13]([C:20]([F:23])([F:22])[F:21])=[C:14]([N+:17]([O-])=O)[CH:15]=3)[NH:10][C:9](=[O:24])[C:8]2=[O:25])[CH2:6][CH2:5][CH2:4][CH2:3][CH2:2]1.[H][H]>O1CCCC1.[Pd]>[CH:1]1([N:7]2[C:16]3[C:11](=[CH:12][C:13]([C:20]([F:21])([F:22])[F:23])=[C:14]([NH2:17])[CH:15]=3)[NH:10][C:9](=[O:24])[C:8]2=[O:25])[CH2:2][CH2:3][CH2:4][CH2:5][CH2:6]1. Procedure: 8 g (22.4 mmol) of 1-cyclohexyl-6-trifluoromethyl-7-nitro-2,3(1H,4H)-quinoxalinedione dissolved in 200 ml of tetrahydrofuran were hydrogenated under a pressure of about 1 bar of hydrogen in the presence of 1 g of palladium/active carbon (10% by weight Pd) at room temperature. The reaction mixture was filtered. Conventional workup of the filtrate gave a 100% yield of the abovementioned compound. Starting materials: CCN(C(C)C)C(C)C, COc1cc2c(c3c1OC(C)(C)C3)C(c1cccc(C(=O)O)c1)=NC(C)(C)C2, CN(C)C=O, Cl, NC1CCNC1=O, O. Yields the product COc1cc2c(c3c1OC(C)(C)C3)C(c1cccc(C(=O)NC3CCNC3=O)c1)=NC(C)(C)C2. As a reaction SMILES: [CH2:30]([N:31]([CH:32]([CH3:33])[CH3:34])[CH:35]([CH3:36])[CH3:37])[CH3:38].[CH3:2][O:3][c:4]1[cH:5][c:6]2[c:11]([c:12]3[c:13]1[O:14][C:15]([CH3:17])([CH3:18])[CH2:16]3)[C:10]([c:19]1[cH:20][c:21]([C:22](=[O:23])[OH:24])[cH:25][cH:26][cH:27]1)=[N:9][C:8]([CH3:28])([CH3:29])[CH2:7]2.[CH3:47][N:48]([CH3:49])[CH:50]=[O:51].[ClH:1].[NH2:39][CH:40]1[C:41](=[O:45])[NH:42][CH2:43][CH2:44]1.[OH2:46]>>[CH3:2][O:3][c:4]1[cH:5][c:6]2[c:11]([c:12]3[c:13]1[O:14][C:15]([CH3:17])([CH3:18])[CH2:16]3)[C:10]([c:19]1[cH:20][c:21]([C:22](=[O:23])[NH:39][CH:40]3[C:41](=[O:45])[NH:42][CH2:43][CH2:44]3)[cH:25][cH:26][cH:27]1)=[N:9][C:8]([CH3:28])([CH3:29])[CH2:7]2.